This data is from the Open Reaction Database (ORD), a public repository of structured organic reaction records. The task is: describe an organic reaction: reactants, conditions, products, and yield The reactants are O(C1=CC=CC=C1)C1=C(C(=O)O)C=C(C(=C1)OC1=CC=CC=C1)S(N)(=O)=O (2,4-diphenoxy-5-sulfamoyl-benzoic acid), Cl (hydrochloric acid), Example 1 ( c ), COC1=C(CN)C=CC=C1 (2-methoxybenzylamine). Solvent: C(C)O (ethanol). Reaction conditions: temperature 80 celsius. Product: COC1=C(CNC=2C(C(=O)O)=CC(=C(C2)OC2=CC=CC=C2)S(N)(=O)=O)C=CC=C1 (N-(2-methoxybenzyl)-4-phenoxy-5-sulfamoyl-anthranilic acid). RXN SMILES: O([C:8]1[CH:16]=[C:15]([O:17][C:18]2[CH:23]=[CH:22][CH:21]=[CH:20][CH:19]=2)[C:14]([S:24](=[O:27])(=[O:26])[NH2:25])=[CH:13][C:9]=1[C:10]([OH:12])=[O:11])C1C=CC=CC=1.[CH3:28][O:29][C:30]1[CH:37]=[CH:36][CH:35]=[CH:34][C:31]=1[CH2:32][NH2:33].Cl>C(O)C>[CH3:28][O:29][C:30]1[CH:37]=[CH:36][CH:35]=[CH:34][C:31]=1[CH2:32][NH:33][C:8]1[C:9](=[CH:13][C:14]([S:24](=[O:26])(=[O:27])[NH2:25])=[C:15]([O:17][C:18]2[CH:19]=[CH:20][CH:21]=[CH:22][CH:23]=2)[CH:16]=1)[C:10]([OH:12])=[O:11]. Reported procedure: 43 g of 2,4-diphenoxy-5-sulfamoyl-benzoic acid (0.1 mol) prepared according to Example 1 (c) were stirred with 80 ml of 2-methoxybenzylamine for 3.5 hours at 140° C. The almost colorless reaction solution which, had been cooled to about 80° C, was then diluted with 150 ml of ethanol, and the solution was introduced while stirring into 1.0 l of 1N hydrochloric acid at room temperature. The reaction product, which had precipitated in crystals, was suction-filtered and washed with water and then bo...